describe an organic reaction: reactants, conditions, products, and yield From a dataset of the Open Reaction Database (ORD), a public repository of structured organic reaction records. The reactants are C1(C=2C(C(N1CC#CCCCC(=O)OC)=O)=CC=CC2)=O (Methyl 7-phthalimidohept-5-ynoate). Solvent: Cl (hydrochloric acid), CC(=O)C (acetone), O (water), O (water). The product is C1(C=2C(C(N1CC#CCCCC(=O)O)=O)=CC=CC2)=O (7-Phthalimidohept-5-ynoic Acid). The yield is 81.2%. Reaction SMILES: [C:1]1(=[O:21])[N:5]([CH2:6][C:7]#[C:8][CH2:9][CH2:10][CH2:11][C:12]([O:14]C)=[O:13])[C:4](=[O:16])[C:3]2=[CH:17][CH:18]=[CH:19][CH:20]=[C:2]12>Cl.CC(C)=O.O>[C:4]1(=[O:16])[N:5]([CH2:6][C:7]#[C:8][CH2:9][CH2:10][CH2:11][C:12]([OH:14])=[O:13])[C:1](=[O:21])[C:2]2=[CH:20][CH:19]=[CH:18][CH:17]=[C:3]12. Reported procedure: Methyl 7-phthalimidohept-5-ynoate (1.45 g) was dissolved in a mixture of concentrated hydrochloric acid (7.3 ml), acetone (30 ml) and water (14.6 ml) and the resulting solution was heated at reflux for 3.5 hours. The solution was cooled and then poured into water (175 ml). The precipitate was collected by filtration and recrystallised from ethanol-water to give the title compound (1.12 g) m.p. 120°-122° C. Reactants: C(#N)C1=CC=C(C(=O)C(C(=O)[O-])C2C3=CC=CC=C3OC=3C=CC=CC23)C=C1 (2-(4-Cyanobenzoyl)-2-(9H-xanthen-9-yl)acetate). The solvent is O (water), CS(=O)C (dimethylsulfoxide), O (water). Run at temperature 190 celsius. Product: O1C=CC(C2=C1C=CC=C2)CC(=O)C2=CC=C(C#N)C=C2 (4-[2-(4H-benzopyran-4-yl)acetyl]benzonitrile). Reaction SMILES: [C:1]([C:3]1[CH:28]=[CH:27][C:6]([C:7]([CH:9]([CH:13]2[C:26]3C=CC=C[C:21]=3[O:20][C:19]3[C:14]2=[CH:15][CH:16]=[CH:17][CH:18]=3)C([O-])=O)=[O:8])=[CH:5][CH:4]=1)#[N:2]>CS(C)=O.O>[O:20]1[C:19]2[CH:18]=[CH:17][CH:16]=[CH:15][C:14]=2[CH:13]([CH2:9][C:7]([C:6]2[CH:27]=[CH:28][C:3]([C:1]#[N:2])=[CH:4][CH:5]=2)=[O:8])[CH:26]=[CH:21]1. Procedure details: 2-(4-Cyanobenzoyl)-2-(9H-xanthen-9-yl)acetate (8.1 g, 20.4 mmol) was dissolved in dimethylsulfoxide (100 ml),water (0.74 ml) was added and the resulting solution heated at 190° C., under N2 for 45 min. The cooled yellow solution was diluted with water and then extracted with ethyl acetate, washing with water then drying over magnesium sulphate, filtration and evaporation in vacuo gave 4-[2-(4H-benzopyran-4-yl)acetyl]benzonitrile as a yellow solid, m.p. 111° C. Reactants: O=C([O-])O, CCN(CC)S(F)(F)F, ClCCl, [Na+], CCOC(=O)C1=C(C)NC(CO)=C(C(=O)OCC)C1c1cccc([N+](=O)[O-])c1. Product: CCOC(=O)C1=C(C)NC(CF)=C(C(=O)OCC)C1c1cccc([N+](=O)[O-])c1. As a reaction SMILES: [C:38](=[O:39])([OH:40])[O-:41].[CH2:29]([N:30]([S:31]([F:32])([F:33])[F:35])[CH2:34][CH3:36])[CH3:37].[CH2:43]([Cl:44])[Cl:45].[Na+:42].[OH:1][CH2:2][C:3]1=[C:8]([C:9](=[O:10])[O:11][CH2:12][CH3:13])[CH:7]([c:14]2[cH:15][c:16]([N+:20](=[O:21])[O-:22])[cH:17][cH:18][cH:19]2)[C:6]([C:23](=[O:24])[O:25][CH2:26][CH3:27])=[C:5]([CH3:28])[NH:4]1>>[CH2:2]([C:3]1=[C:8]([C:9](=[O:10])[O:11][CH2:12][CH3:13])[CH:7]([c:14]2[cH:15][c:16]([N+:20](=[O:21])[O-:22])[cH:17][cH:18][cH:19]2)[C:6]([C:23](=[O:24])[O:25][CH2:26][CH3:27])=[C:5]([CH3:28])[NH:4]1)[F:35].